Dataset: the Open Reaction Database (ORD), a public repository of structured organic reaction records. Task: describe an organic reaction: reactants, conditions, products, and yield Reactants: C(C)(=O)OCC (ethyl acetate), FC(C(C(F)(F)F)O)(F)F (1,1,1,3,3,3-Hexafluoro-2-propanol), N1=CC=CC=C1 (pyridine), [Cl-].C(\C=C/C(=O)[O-])(=O)OCC(CCCC)CC (mono(2-ethylhexyl) maleate chloride). The solvent is C(C)#N (acetonitrile). Reaction conditions: time 1 hour. Product: C(\C=C/C(=O)OC(C(F)(F)F)C(F)(F)F)(=O)OCC(CCCC)CC (mono(2-ethylhexyl) mono(1,1,1,3,3,3-hexa-fluoro-2-propyl) Maleate). The yield is 13.9%. As a reaction SMILES: [F:1][C:2]([F:10])([F:9])[CH:3]([OH:8])[C:4]([F:7])([F:6])[F:5].N1C=CC=CC=1.[Cl-].[C:18]([O:25][CH2:26][CH:27]([CH2:32][CH3:33])[CH2:28][CH2:29][CH2:30][CH3:31])(=[O:24])/[CH:19]=[CH:20]\[C:21]([O-])=[O:22].C(OCC)(=O)C>C(#N)C>[C:18]([O:25][CH2:26][CH:27]([CH2:32][CH3:33])[CH2:28][CH2:29][CH2:30][CH3:31])(=[O:24])/[CH:19]=[CH:20]\[C:21]([O:8][CH:3]([C:4]([F:7])([F:6])[F:5])[C:2]([F:10])([F:9])[F:1])=[O:22] |f:2.3|. Procedure details: 1,1,1,3,3,3-Hexafluoro-2-propanol (HFIP, 33.7 g, 201 mmol) and pyridine (17.9 mL, 220 mmol) were dissolved in acetonitrile (80 mL) and added dropwise with mono(2-ethylhexyl) maleate chloride (41.8 g, 220 mmol), while the internal temperature was kept at 20° C. or lower by cooling the solution on an ice bath. After completion of the addition, the reaction mixture was stirred at room temperature for 1hour and added with ethyl acetate, and the organic phase was washed with 1 mol/L aqueous hydrochlo... Starting materials: C(C)(=O)NCC=1SC(=C(N1)C1=CC=C(C=C1)OC)C1=CC=C(C=C1)OC (2-acetylaminomethyl-4,5-bis(4-methoxyphenyl)thiazole), Cl (hydrochloric acid), [OH-].[Na+] (sodium hydroxide). Run in O (water). The product is Cl.NCC=1SC(=C(N1)C1=CC=C(C=C1)OC)C1=CC=C(C=C1)OC (2-aminomethyl-4,5-bis(4-methoxyphenyl)thiazole hydrochloride). Reaction SMILES: C([NH:4][CH2:5][C:6]1[S:7][C:8]([C:19]2[CH:24]=[CH:23][C:22]([O:25][CH3:26])=[CH:21][CH:20]=2)=[C:9]([C:11]2[CH:16]=[CH:15][C:14]([O:17][CH3:18])=[CH:13][CH:12]=2)[N:10]=1)(=O)C.[ClH:27].[OH-].[Na+]>O>[ClH:27].[NH2:4][CH2:5][C:6]1[S:7][C:8]([C:19]2[CH:20]=[CH:21][C:22]([O:25][CH3:26])=[CH:23][CH:24]=2)=[C:9]([C:11]2[CH:12]=[CH:13][C:14]([O:17][CH3:18])=[CH:15][CH:16]=2)[N:10]=1 |f:2.3,5.6|. Procedure: A mixture of 2-acetylaminomethyl-4,5-bis(4-methoxyphenyl)thiazole (1.00 g) and concentrated hydrochloric acid (7 ml) was refluxed for 2 hours and 40 minutes. After allowing to cool to ambient temperature, the mixture was poured into water, and the resulting solution was neutralized by addition of 4N sodium hydroxide, and extracted with ethyl acetate. The organic layer was washed with saturated sodium hydrogencarbonate solution, water, and brine, and dried over magnesium sulfate and treated with ... Starting materials: NC1=C(C(=O)O)C(=CC=C1C)C (2-amino-3,6-dimethylbenzoic acid), C(C1=CC=CC=C1)Br (benzyl bromide), C([O-])([O-])=O.[K+].[K+] (potassium carbonate), [I-] (iodide). Run in CC(=O)C (acetone). Yields the product C(C1=CC=CC=C1)OC(C1=C(C(=CC=C1C)C)N)=O (2-Amino-3,6-dimethyl-benzoic acid benzyl ester). Yield: 47.6%. As a reaction SMILES: [NH2:1][C:2]1[C:10]([CH3:11])=[CH:9][CH:8]=[C:7]([CH3:12])[C:3]=1[C:4]([OH:6])=[O:5].[CH2:13](Br)[C:14]1[CH:19]=[CH:18][CH:17]=[CH:16][CH:15]=1.C(=O)([O-])[O-].[K+].[K+].[I-]>CC(C)=O>[CH2:13]([O:5][C:4](=[O:6])[C:3]1[C:7]([CH3:12])=[CH:8][CH:9]=[C:10]([CH3:11])[C:2]=1[NH2:1])[C:14]1[CH:19]=[CH:18][CH:17]=[CH:16][CH:15]=1 |f:2.3.4|. Procedure: A mixture of 940 mg (5.73 mmol) of 2-amino-3,6-dimethylbenzoic acid, 0.750 ml (6.3 mmol) of benzyl bromide, 1.04 g (7.5mmole) of potassium carbonate and 40 mg (0.27mmole) of soium iodide in 20 ml of acetone was heated to reflux for 20 hr. The resulting mixture was then concentrated in vacuo and the residue was chronatoghed with EtOAc/Hexane (1:50) as eluant to provide 697 mg (48%) of the desired product as a yellow oil. Electrospray Mass Spec 256 (M+H). Reactants: O1C(CCCC1)OC1CCCC=2SC(=CC21)S(=O)(=O)N (4-tetrahydropyranyloxy-4,5,6,7-tetrahydrobenzo[b]thiophene-2-sulfonamide), C1(=CC=C(C=C1)S(=O)(=O)[O-])C.[NH+]1=CC=CC=C1 (pyridinium 4-toluenesulfonate). Run in C(C)O (ethanol). Reaction conditions: temperature 55 celsius, time 3 hour. The product is OC1CCCC=2SC(=CC21)S(=O)(=O)N (4-hydroxy-4,5,6,7-tetrahydrobenzo[b]-thiophene-2-sulfonamide). Yield: 0.3%. Reaction SMILES: O1CCCCC1[O:7][CH:8]1[C:16]2[CH:15]=[C:14]([S:17]([NH2:20])(=[O:19])=[O:18])[S:13][C:12]=2[CH2:11][CH2:10][CH2:9]1.C1(C)C=CC(S([O-])(=O)=O)=CC=1.[NH+]1C=CC=CC=1>C(O)C>[OH:7][CH:8]1[C:16]2[CH:15]=[C:14]([S:17]([NH2:20])(=[O:19])=[O:18])[S:13][C:12]=2[CH2:11][CH2:10][CH2:9]1 |f:1.2|. Reported procedure: To a solution of thoroughly dried product from Step C (5.9 g, 0.98 mol) in 140 ml absolute ethanol (warming necessary to promote solubility) was added 467 mg (0.0018 mol) pyridinium 4-toluenesulfonate (PPTS). After stirring under N2 at 55° C. for 3 hours, no reaction was detected by TLC. The solvent was removed under reduced pressure. Then, 125 ml absolute ethanol was added and PPTS was added until pH 3 was achieved. After 4 hours under N2 at 55° C. the solvent was removed under reduced pressure...